From a dataset of the Open Reaction Database (ORD), a public repository of structured organic reaction records. describe an organic reaction: reactants, conditions, products, and yield RXN SMILES: C([Li])CCC.Br[C:7]1[CH:12]=[CH:11][C:10]([S:13]([F:18])([F:17])([F:16])([F:15])[F:14])=[CH:9][CH:8]=1.[C:19](=[O:21])=[O:20].Cl>CCCCCC.CCOCC>[F:14][S:13]([F:18])([F:17])([F:16])([F:15])[C:10]1[CH:11]=[CH:12][C:7]([C:19]([OH:21])=[O:20])=[CH:8][CH:9]=1. Yields the product FS(C1=CC=C(C(=O)O)C=C1)(F)(F)(F)F (4-pentafluorosulphanylbenzoic acid). The yield is 35.4%. Solvent: CCCCCC (hexane), CCOCC (ether). Run at temperature -78 celsius, time 0.5 hour. Procedure: A solution of n-butyllithium (9.4 ml of a 1.6 M solution in hexane) was added to a stirred solution of 4-bromophenylsulphur pentafluoride (3.87 g) in ether at -78° C. under an inert atmosphere. After maintaining at -78° C. for 1 hour, solid carbon dioxide (20 g) was added and the mixture allowed to warm to 5° C. during 1.5 hours. Hydrochloric acid (2 M) was added, the mixture stirred for 0.5 hour and the organic phase separated and itself extracted with sodium carbonate solution. The basic extra... The reactants are C(CCC)[Li] (n-butyllithium), solution, BrC1=CC=C(C=C1)S(F)(F)(F)(F)F (4-bromophenylsulphur pentafluoride), C(=O)=O (carbon dioxide), Cl (Hydrochloric acid). Yields the product Cc1nn(-c2cccc(C(F)(F)F)c2)c(C2CC2)c1C(=O)N1CCC(N2CCCC2)CC1CO. Reaction SMILES: [CH:1]1([c:4]2[c:5]([C:20](=[O:21])[OH:22])[c:6]([CH3:19])[n:7][n:8]2-[c:9]2[cH:10][c:11]([C:15]([F:16])([F:17])[F:18])[cH:12][cH:13][cH:14]2)[CH2:2][CH2:3]1.[ClH:23].[ClH:24].[N:25]1([CH:30]2[CH2:31][CH:32]([CH2:36][OH:37])[NH:33][CH2:34][CH2:35]2)[CH2:26][CH2:27][CH2:28][CH2:29]1>>[CH:1]1([c:4]2[c:5]([C:20](=[O:22])[N:33]3[CH:32]([CH2:36][OH:37])[CH2:31][CH:30]([N:25]4[CH2:26][CH2:27][CH2:28][CH2:29]4)[CH2:35][CH2:34]3)[c:6]([CH3:19])[n:7][n:8]2-[c:9]2[cH:10][c:11]([C:15]([F:16])([F:17])[F:18])[cH:12][cH:13][cH:14]2)[CH2:2][CH2:3]1. Reactants: Cc1nn(-c2cccc(C(F)(F)F)c2)c(C2CC2)c1C(=O)O, Cl, Cl, OCC1CC(N2CCCC2)CCN1. The reactants are C=CCCN, O=C(Cl)OCc1ccccc1, [Na+], C1COCCO1, [OH-]. Yields the product C=CCCNC(=O)OCc1ccccc1. As a reaction SMILES: [CH2:1]([CH2:2][CH:3]=[CH2:4])[NH2:5].[Cl:8][C:9](=[O:10])[O:11][CH2:12][c:13]1[cH:14][cH:15][cH:16][cH:17][cH:18]1.[Na+:7].[O:19]1[CH2:20][CH2:21][O:22][CH2:23][CH2:24]1.[OH-:6]>>[CH2:1]([CH2:2][CH:3]=[CH2:4])[NH:5][C:9](=[O:10])[O:11][CH2:12][c:13]1[cH:14][cH:15][cH:16][cH:17][cH:18]1. The reactants are FC1=CC=C(C=C1)C=1N=C2N(C1)CCC2 (2-(4-fluorophenyl)-6,7-dihydro-[5H]-pyrrolo[1,2-a]imidazole), C(CCC)[Li] (n-butyllithium), C(CCC)[Sn](CCCC)(CCCC)Cl (tributyltin chloride). The solvent is O1CCCC1 (tetrahydrofuran), O1CCCC1 (THF). Conditions: temperature -30 celsius. The product is FC1=CC=C(C=C1)C=1N=C2N(C1[Sn](CCCC)(CCCC)CCCC)CCC2 (2-(4-Fluorophenyl)-6,7-dihydro-[5H]-pyrrolo[1,2-a]imidazole-3-yl-tri-n-butyltin). As a reaction SMILES: [F:1][C:2]1[CH:7]=[CH:6][C:5]([C:8]2[N:9]=[C:10]3[CH2:15][CH2:14][CH2:13][N:11]3[CH:12]=2)=[CH:4][CH:3]=1.C([Li])CCC.[CH2:21]([Sn:25](Cl)([CH2:30][CH2:31][CH2:32][CH3:33])[CH2:26][CH2:27][CH2:28][CH3:29])[CH2:22][CH2:23][CH3:24]>O1CCCC1>[F:1][C:2]1[CH:3]=[CH:4][C:5]([C:8]2[N:9]=[C:10]3[CH2:15][CH2:14][CH2:13][N:11]3[C:12]=2[Sn:25]([CH2:26][CH2:27][CH2:28][CH3:29])([CH2:30][CH2:31][CH2:32][CH3:33])[CH2:21][CH2:22][CH2:23][CH3:24])=[CH:6][CH:7]=1. Procedure details: To a -78° C. solution of 2-(4-fluorophenyl)-6,7-dihydro-[5H]-pyrrolo[1,2-a]imidazole (2.0 g, 0.010 mole) in 60 ml of tetrahydrofuran (THF) is added 4.0 ml of 2.5M n-butyllithium. The solution is warmed to -30° C. for 20 minutes and then tributyltin chloride (3.3 g, 0.01 mole) in THF is added. The reaction is allowed to warm gradually to 20° C. and then is quenched with saturated ammonium chloride. Further workup and purification on silica as described in Example 6b yields the titled compound. Reactants: CC=CCC1Cc2ccc(-c3ccccc3)cc2C1=O, CO, ClCCl, O=[O+][O-]. The product is O=CCC1Cc2ccc(-c3ccccc3)cc2C1=O. Reaction SMILES: [CH2:4]([CH:5]=[CH:6][CH3:7])[CH:8]1[C:9](=[O:23])[c:10]2[cH:11][c:12](-[c:17]3[cH:18][cH:19][cH:20][cH:21][cH:22]3)[cH:13][cH:14][c:15]2[CH2:16]1.[CH3:24][OH:25].[Cl:26][CH2:27][Cl:28].[O-:1][O+:2]=[O:3]>>[CH2:4]([CH:8]1[C:9](=[O:23])[c:10]2[cH:11][c:12](-[c:17]3[cH:18][cH:19][cH:20][cH:21][cH:22]3)[cH:13][cH:14][c:15]2[CH2:16]1)[CH:24]=[O:25]. The product is CC(C)(NC(=O)C1CCC2C3CC=C4C=C(C#N)CCC4(C)C3CCC12C)c1ccco1. Reactants: CC12CCC(C#N)=CC1=CCC1C2CCC2(C)C(C(=O)Sc3ccccn3)CCC12, CC(C)(N)c1ccco1. RXN SMILES: [C:1](#[N:2])[C:3]1=[CH:4][C:5]2=[CH:6][CH2:7][CH:8]3[CH:9]4[CH2:10][CH2:11][CH:12]([C:22]([S:23][c:24]5[cH:25][cH:26][cH:27][cH:28][n:29]5)=[O:30])[C:13]4([CH3:14])[CH2:15][CH2:16][CH:17]3[C:18]2([CH3:21])[CH2:19][CH2:20]1.[CH3:31][C:32]([c:33]1[cH:34][cH:35][cH:36][o:37]1)([CH3:38])[NH2:39]>>[C:1](#[N:2])[C:3]1=[CH:4][C:5]2=[CH:6][CH2:7][CH:8]3[CH:9]4[CH2:10][CH2:11][CH:12]([C:22](=[O:30])[NH:39][C:32]([CH3:31])([c:33]5[cH:34][cH:35][cH:36][o:37]5)[CH3:38])[C:13]4([CH3:14])[CH2:15][CH2:16][CH:17]3[C:18]2([CH3:21])[CH2:19][CH2:20]1. Product: COc1cc(C(=O)N(C)OC)cc(N=C(c2ccccc2)c2ccccc2)n1. The reactants are N=C(c1ccccc1)c1ccccc1, O=C([O-])[O-], Cc1ccccc1, COc1cc(C(=O)N(C)OC)cc(Cl)n1, [Cs+], [Cs+], CC(=O)[O-], CC(=O)[O-], [Pd+2], c1ccc(P(c2ccccc2)c2ccc3ccccc3c2-c2c(P(c3ccccc3)c3ccccc3)ccc3ccccc23)cc1. As a reaction SMILES: [C:62]([c:63]1[cH:64][cH:65][cH:66][cH:67][cH:68]1)([c:69]1[cH:70][cH:71][cH:72][cH:73][cH:74]1)=[NH:75].[C:76](=[O:77])([O-:78])[O-:79].[CH3:82][c:83]1[cH:84][cH:85][cH:86][cH:87][cH:88]1.[Cl:1][c:2]1[cH:3][c:4]([C:5](=[O:6])[N:7]([CH3:8])[O:9][CH3:10])[cH:11][c:12]([O:14][CH3:15])[n:13]1.[Cs+:80].[Cs+:81].[O-:90][C:91]([CH3:92])=[O:93].[O-:94][C:95]([CH3:96])=[O:97].[Pd+2:89].[cH:16]1[cH:17][cH:18][c:19]([P:20]([c:21]2[cH:22][cH:23][c:24]3[c:25]([cH:26][cH:27][cH:28][cH:29]3)[c:30]2-[c:31]2[c:32]3[c:33]([cH:34][cH:35][cH:36][cH:37]3)[cH:38][cH:39][c:40]2[P:41]([c:42]2[cH:43][cH:44][cH:45][cH:46][cH:47]2)[c:48]2[cH:49][cH:50][cH:51][cH:52][cH:53]2)[c:54]2[cH:55][cH:56][cH:57][cH:58][cH:59]2)[cH:60][cH:61]1>>[c:2]1([N:75]=[C:62]([c:63]2[cH:64][cH:65][cH:66][cH:67][cH:68]2)[c:69]2[cH:70][cH:71][cH:72][cH:73][cH:74]2)[cH:3][c:4]([C:5](=[O:6])[N:7]([CH3:8])[O:9][CH3:10])[cH:11][c:12]([O:14][CH3:15])[n:13]1. Reactants: C([O-])([O-])=O.[K+].[K+] (Potassium carbonate), COCCl (chloromethyl methyl ether), OC1=C(C(=O)OC)C=CC(=C1)I (methyl 2-hydroxy-4-iodobenzoate), C(C)OC1=CC=C(C=C1)C#C (1-ethoxy-4-ethynylbenzene). Reagents/catalysts: [Cu]I (copper(I) iodide), Cl[Pd]([P](C1=CC=CC=C1)(C2=CC=CC=C2)C3=CC=CC=C3)([P](C4=CC=CC=C4)(C5=CC=CC=C5)C6=CC=CC=C6)Cl (bis(triphenylphosphine)palladium(II) chloride). Solvent: C(C)(=O)OCC (ethyl acetate), O (Water), C(C)N(CC)CC (triethylamine). Conditions: time 15 minute. Product: C(C)OC1=CC=C(C=C1)C#CC1=CC(=C(C(=O)OC)C=C1)OCOC (methyl 4-[(4-ethoxyphenyl)ethynyl]-2-(methoxymethoxy)benzoate). Yield: 50.8%. As a reaction SMILES: [OH:1][C:2]1[CH:11]=[C:10](I)[CH:9]=[CH:8][C:3]=1[C:4]([O:6][CH3:7])=[O:5].[CH2:13]([O:15][C:16]1[CH:21]=[CH:20][C:19]([C:22]#[CH:23])=[CH:18][CH:17]=1)[CH3:14].C(=O)([O-])[O-].[K+].[K+].[CH3:30][O:31][CH2:32]Cl>C(N(CC)CC)C.C(OCC)(=O)C.[Cu]I.Cl[Pd](Cl)([P](C1C=CC=CC=1)(C1C=CC=CC=1)C1C=CC=CC=1)[P](C1C=CC=CC=1)(C1C=CC=CC=1)C1C=CC=CC=1.O>[CH2:13]([O:15][C:16]1[CH:21]=[CH:20][C:19]([C:22]#[C:23][C:10]2[CH:9]=[CH:8][C:3]([C:4]([O:6][CH3:7])=[O:5])=[C:2]([O:1][CH2:30][O:31][CH3:32])[CH:11]=2)=[CH:18][CH:17]=1)[CH3:14] |f:2.3.4,^1:51,70|. Procedure details: To a solution of methyl 2-hydroxy-4-iodobenzoate (1.00 g, 3.60 mmol) and 1-ethoxy-4-ethynylbenzene (789 mg, 5.40 mmol) and copper(I) iodide (68.6 mg, 0.360 mmol) in triethylamine (9 mL) was added bis(triphenylphosphine)palladium(II) chloride (253 mg, 0.360 mmol), and the mixture was stirred under an argon stream at room temperature for 15 min. The reaction mixture was diluted with ethyl acetate, and the mixture was washed with water, and dried over anhydrous magnesium sulfate. The solvent was ev... Reactants: CC(C)OC(=O)/N=N/C(=O)OC(C)C (DIAD), C(C)(C)(C)OC(=O)N1[C@@H](C[C@H](C1)O)C(=O)OC (methyl (2S,4R)-1-tert-butoxycarbonyl-4-hydroxy-2-pyrrolidinylcarboxylate), C1=C(C=CC2=CC=CC=C12)O (2-naphthol), C1=CC=C(C=C1)P(C2=CC=CC=C2)C3=CC=CC=C3 (PPh3). Run in C1CCOC1 (THF). The product is C(C)(C)(C)OC(=O)N1[C@@H](C[C@@H](C1)OC1=CC2=CC=CC=C2C=C1)C(=O)OC (methyl (2S,4S)-1-tert-butoxycarbonyl-4-(2-naphthyloxy)-2-pyrrolidinylcarboxylate). The yield is 84.1%. Reaction SMILES: [C:1]([O:5][C:6]([N:8]1[CH2:12][C@H:11]([OH:13])[CH2:10][C@H:9]1[C:14]([O:16][CH3:17])=[O:15])=[O:7])([CH3:4])([CH3:3])[CH3:2].[CH:18]1[C:27]2[C:22](=[CH:23][CH:24]=[CH:25][CH:26]=2)[CH:21]=[CH:20][C:19]=1O.C1C=CC(P(C2C=CC=CC=2)C2C=CC=CC=2)=CC=1.CC(OC(/N=N/C(OC(C)C)=O)=O)C>C1COCC1>[C:1]([O:5][C:6]([N:8]1[CH2:12][C@@H:11]([O:13][C:20]2[CH:19]=[CH:18][C:27]3[C:22](=[CH:23][CH:24]=[CH:25][CH:26]=3)[CH:21]=2)[CH2:10][C@H:9]1[C:14]([O:16][CH3:17])=[O:15])=[O:7])([CH3:4])([CH3:3])[CH3:2]. Reported procedure: To a stirred mixture of methyl (2S,4R)-1-tert-butoxycarbonyl-4-hydroxy-2-pyrrolidinylcarboxylate (4.22 g, 17.2 mmol), 2-naphthol (2.73 g, 18.9 mmol) and PPh3 (4.96 g, 18.9 mmol) in THF (80 ml) was added DIAD (3.72 ml, 18.9 mmol) at room temperature under an atmosphere of nitrogen. After stirring over night, the mixture was concentrated in vacuo. The residue was chromatographed on silica gel [600 g, CHCl3/EtOAc (10/1)], to give methyl (2S,4S)-1-tert-butoxycarbonyl-4-(2-naphthyloxy)-2-pyrrolidinyl...